The task is: describe an organic reaction: reactants, conditions, products, and yield. This data is from the Open Reaction Database (ORD), a public repository of structured organic reaction records. Isolated yield 73.1%. The reactants are OCCN(C(OC(C)(C)C)=O)C (tert-butyl 2-hydroxyethyl(methyl)carbamate), O (water), N1=CC=CC=C1 (pyridine), C(OCCOC)(=O)Cl (2-methoxyethyl chlorocarbonate). Run at time 8 hour. Reaction SMILES: [OH:1][CH2:2][CH2:3][N:4](C)[C:5](=O)OC(C)(C)C.N1C=CC=CC=1.[C:19]([Cl:26])(=[O:25])[O:20][CH2:21][CH2:22][O:23][CH3:24].O>C(OCC)(=O)C>[ClH:26].[C:19](=[O:25])([O:1][CH2:2][CH2:3][NH:4][CH3:5])[O:20][CH2:21][CH2:22][O:23][CH3:24] |f:5.6|. Solvent: C(C)(=O)OCC (ethyl acetate), C(C)(=O)OCC (ethyl acetate). Reported procedure: To a mixture of tert-butyl 2-hydroxyethyl(methyl)carbamate (1.75 g) obtained in Reference Example 1 and ethyl acetate (20 mL) was added pyridine (1.62 mL) and a solution (5 mL) of 2-methoxyethyl chlorocarbonate (2.77 g) in ethyl acetate was dropwise added slowly, and the mixture was stirred overnight at room temperature. After concentration of the reaction mixture under reduced pressure, water (50 mL) was added, and the mixture was extracted with ethyl acetate (50 mL). The extract was washed wit... The product is Cl.C(OCCOC)(OCCNC)=O (2-Methoxyethyl 2-(methylamino)ethyl Carbonate Hydrochloride). The reactants are C(=O)(OC)C=P(C1=CC=CC=C1)(C1=CC=CC=C1)C1=CC=CC=C1 ((carbomethoxymethylene)triphenylphosphorane), COC1=CC=C(C=C1)/C(=C/C=O)/C ((E)-3-(4-methoxyphenyl)-2-butenal). Run in C(Cl)(Cl)(Cl)Cl (carbon tetrachloride), ClCCl (dichloromethane). The product is COC(\C=C\C=C(/C)\C1=CC=C(C=C1)OC)=O ((E,E)-5-(4-methoxyphenyl)-2,4-hexadienoic acid methyl ester). As a reaction SMILES: [CH3:1][O:2][C:3]1[CH:8]=[CH:7][C:6](/[C:9](/[CH3:13])=[CH:10]/[CH:11]=O)=[CH:5][CH:4]=1.[C:14]([CH:18]=P(C1C=CC=CC=1)(C1C=CC=CC=1)C1C=CC=CC=1)([O:16][CH3:17])=[O:15]>C(Cl)(Cl)(Cl)Cl.ClCCl>[CH3:17][O:16][C:14](=[O:15])/[CH:18]=[CH:11]/[CH:10]=[C:9](/[C:6]1[CH:7]=[CH:8][C:3]([O:2][CH3:1])=[CH:4][CH:5]=1)\[CH3:13]. Procedure: As described in Example 99, (E)-3-(4-methoxyphenyl)-2-butenal (8 g) was treated with (carbomethoxymethylene)triphenylphosphorane (17 g) in carbon tetrachloride (70 mL) and dichloromethane (15 mL) overnight at room temperature. The ester was isolated in the normal fashion and crystallized from hexane to afford 7.2 g of (E,E)-5-(4-methoxyphenyl)-2,4-hexadienoic acid methyl ester, mp 84°-86° C. The reactants are O=C(c1c[nH]c2cc(Cl)ccc12)N1CCC2(CC1)OCc1ccccc12, O=C(CCl)N1CCCCC1. Product: O=C(Cn1cc(C(=O)N2CCC3(CC2)OCc2ccccc23)c2ccc(Cl)cc21)N1CCCCC1. RXN SMILES: [Cl:1][c:2]1[cH:3][cH:4][c:5]2[c:6]([C:11](=[O:12])[N:13]3[CH2:14][CH2:15][C:16]4([O:17][CH2:18][c:19]5[c:20]4[cH:21][cH:22][cH:23][cH:24]5)[CH2:25][CH2:26]3)[cH:7][nH:8][c:9]2[cH:10]1.[Cl:27][CH2:28][C:29](=[O:30])[N:31]1[CH2:32][CH2:33][CH2:34][CH2:35][CH2:36]1>>[Cl:1][c:2]1[cH:3][cH:4][c:5]2[c:6]([C:11](=[O:12])[N:13]3[CH2:14][CH2:15][C:16]4([O:17][CH2:18][c:19]5[c:20]4[cH:21][cH:22][cH:23][cH:24]5)[CH2:25][CH2:26]3)[cH:7][n:8]([CH2:28][C:29](=[O:30])[N:31]3[CH2:32][CH2:33][CH2:34][CH2:35][CH2:36]3)[c:9]2[cH:10]1.